The task is: describe an organic reaction: reactants, conditions, products, and yield. This data is from the Open Reaction Database (ORD), a public repository of structured organic reaction records. As a reaction SMILES: [C:1]([O:2][C:3](=[O:4])[NH:7][c:8]1[cH:9][cH:10][c:11]([O:14][c:15]2[c:16]([NH:31][c:32]3[c:33]4[c:34]([n:35][cH:36][n:37]3)[n:38][c:39]([CH:42]([CH3:43])[CH3:44])[cH:40][cH:41]4)[cH:17][c:18]([C:21]([NH:22][c:23]3[cH:24][cH:25][c:26]([Br:29])[cH:27][cH:28]3)=[O:30])[cH:19][cH:20]2)[cH:12][cH:13]1)([CH3:5])([CH3:6])[CH3:45].[CH2:53]([Cl:54])[Cl:55].[OH:46][C:47]([C:48]([F:49])([F:50])[F:51])=[O:52]>>[NH2:7][c:8]1[cH:9][cH:10][c:11]([O:14][c:15]2[c:16]([NH:31][c:32]3[c:33]4[c:34]([n:35][cH:36][n:37]3)[n:38][c:39]([CH:42]([CH3:43])[CH3:44])[cH:40][cH:41]4)[cH:17][c:18]([C:21]([NH:22][c:23]3[cH:24][cH:25][c:26]([Br:29])[cH:27][cH:28]3)=[O:30])[cH:19][cH:20]2)[cH:12][cH:13]1. The reactants are CC(C)c1ccc2c(Nc3cc(C(=O)Nc4ccc(Br)cc4)ccc3Oc3ccc(NC(=O)OC(C)(C)C)cc3)ncnc2n1, ClCCl, O=C(O)C(F)(F)F. The product is CC(C)c1ccc2c(Nc3cc(C(=O)Nc4ccc(Br)cc4)ccc3Oc3ccc(N)cc3)ncnc2n1. The reactants are NC1=CC=C(C(=O)OC)C=C1 (Methyl 4-aminobenzoate), O (H2O), CC1(C=2C=CC(=CC2C(CC1)(C)C)C(=O)O)C (5,5,8,8-Tetramethyl-5,6,7,8-tetrahydro-naphthalene-2-carboxylic acid), CN(C)C=O (DMF). Reagents/catalysts: CN(C)C=1C=CN=CC1 (DMAP). Run in O=S(Cl)Cl (SOCl2). Run at temperature 60 celsius, time 0.5 hour. The product is CC1(C=2C=CC(=CC2C(CC1)(C)C)C(=O)NC1=CC=C(C(=O)OC)C=C1)C (Methyl 4-(5,6,7,8-tetrahydro-5,5,8,8-tetramethylnaphthalene-2-carboxamido)benzoate). Isolated yield 73.2%. RXN SMILES: [CH3:1][C:2]1([CH3:17])[CH2:11][CH2:10][C:9]([CH3:13])([CH3:12])[C:8]2[CH:7]=[C:6]([C:14](O)=[O:15])[CH:5]=[CH:4][C:3]1=2.CN(C=O)C.[NH2:23][C:24]1[CH:33]=[CH:32][C:27]([C:28]([O:30][CH3:31])=[O:29])=[CH:26][CH:25]=1.O>O=S(Cl)Cl.CN(C1C=CN=CC=1)C>[CH3:1][C:2]1([CH3:17])[CH2:11][CH2:10][C:9]([CH3:12])([CH3:13])[C:8]2[CH:7]=[C:6]([C:14]([NH:23][C:24]3[CH:25]=[CH:26][C:27]([C:28]([O:30][CH3:31])=[O:29])=[CH:32][CH:33]=3)=[O:15])[CH:5]=[CH:4][C:3]1=2. Reported procedure: 5,5,8,8-Tetramethyl-5,6,7,8-tetrahydro-naphthalene-2-carboxylic acid 2 (0.20 g, 0.86 mmol) was dissolved in SOCl2 (4.3 mL) at 0° C. A drop of DMF was added and the mixture was stirred for 0.5 h. The SOCl2 was removed under vacuum and the crude acid chloride was dissolved in pyridine (10 mL). Methyl 4-aminobenzoate (0.143 g, 0.947 mmol) and DMAP (0.010 mg, 0.086 mmol) were added and the mixture was heated at 60° C. for 2 h with stirring. The mixture was poured into H2O and the product was extract...